From a dataset of the Open Reaction Database (ORD), a public repository of structured organic reaction records. describe an organic reaction: reactants, conditions, products, and yield Starting materials: ClC1=C(C=O)C=CC=C1 (2-chlorobenzaldehyde), ClC=1C=C(N)C=CC1OC (3-chloro-4-methoxy aniline). The product is NC1=C(C=C(C(=C1)Cl)OC)C(=O)C1=C(C=CC=C1)Cl ((2-amino-4-chloro-5-methoxyphenyl)-(2-chlorophenyl)-methanone). Reaction SMILES: [Cl:1][C:2]1[CH:9]=[CH:8][CH:7]=[CH:6][C:3]=1[CH:4]=[O:5].[Cl:10][C:11]1[CH:12]=[C:13]([CH:15]=[CH:16][C:17]=1[O:18][CH3:19])[NH2:14]>>[NH2:14][C:13]1[CH:12]=[C:11]([Cl:10])[C:17]([O:18][CH3:19])=[CH:16][C:15]=1[C:4]([C:3]1[CH:6]=[CH:7][CH:8]=[CH:9][C:2]=1[Cl:1])=[O:5]. Procedure details: (2-amino-4-chloro-5-methoxyphenyl)-(2-chlorophenyl)-methanone (Xy) was prepared by reacting 2-chlorobenzaldehyde with 0.019 moles of 3-chloro-4-methoxy aniline in a manner analogous to Example 1. MH+/Z=296. The reactants are CC(C)(C)OC(=O)NC(C(=O)NC1CCN(Cc2ccccc2)C1)C(C)(C)C, ClCCl, O=C(O)C(F)(F)F. Product: CC(C)(C)C(N)C(=O)NC1CCN(Cc2ccccc2)C1. RXN SMILES: [C:1]([O:2][C:3](=[O:4])[NH:7][CH:8]([C:9]([CH3:10])([CH3:11])[CH3:12])[C:13]([NH:14][CH:15]1[CH2:16][N:17]([CH2:20][c:21]2[cH:22][cH:23][cH:24][cH:25][cH:26]2)[CH2:18][CH2:19]1)=[O:27])([CH3:5])([CH3:6])[CH3:28].[Cl:29][CH2:30][Cl:31].[F:32][C:33]([F:34])([F:35])[C:36]([OH:37])=[O:38]>>[NH2:7][CH:8]([C:9]([CH3:10])([CH3:11])[CH3:12])[C:13]([NH:14][CH:15]1[CH2:16][N:17]([CH2:20][c:21]2[cH:22][cH:23][cH:24][cH:25][cH:26]2)[CH2:18][CH2:19]1)=[O:27].